This data is from the Open Reaction Database (ORD), a public repository of structured organic reaction records. The task is: describe an organic reaction: reactants, conditions, products, and yield Starting materials: CNC1=CC=CC=C1 (N-methylaniline), solution, C(=O)(Cl)Cl (phosgene), C([O-])([O-])=O.[K+].[K+] (potassium carbonate). Solvent: C(C)#N (acetonitrile), C1(=CC=CC=C1)C (toluene), C(C)#N (acetonitrile). Run at time 16 hour. The product is CN(C(=O)Cl)C1=CC=CC=C1 (Methylphenylcarbamoyl chloride). Yield: 94.0%. As a reaction SMILES: [CH3:1][NH:2][C:3]1[CH:8]=[CH:7][CH:6]=[CH:5][CH:4]=1.[C:9](Cl)([Cl:11])=[O:10].C(=O)([O-])[O-].[K+].[K+]>C(#N)C.C1(C)C=CC=CC=1>[CH3:1][N:2]([C:3]1[CH:8]=[CH:7][CH:6]=[CH:5][CH:4]=1)[C:9]([Cl:11])=[O:10] |f:2.3.4|. Reported procedure: A vigorously stirred solution of 10.7 g (0.1 mole) of N-methylaniline in 100 ml of acetonitrile was added dropwise under a nitrogen atmosphere to a cold mixture of 155 ml (0.3 mole) of a 1.93M solution of phosgene in toluene and 83.0 g (0.6 mole) of anhydrous potassium carbonate in 200 ml of acetonitrile. After the final addition, the mixture was stirred at ambient temperature for 16 h, filtered, and the filtrate concentrated under reduced pressure. The residue was recrystallized from benzene/pe... Reactants: ClC1=C2C(=NC=C1C=1C=NC=C(C(=O)N(C)C)C1)N(C=C2C2=C(C=CC=C2)F)COCC[Si](C)(C)C (5-[4-chloro-3-(2-fluoro-phenyl)-1-(2-trimethylsilanyl-ethoxymethyl)-1H-pyrrolo[2,3-b]pyridin-5-yl]-N,N-dimethyl-nicotinamide), FC(C(=O)O)(F)F (trifluoroacetic acid). Solvent: ClCCl (dichloromethane). Conditions: time 10 hour. Yields the product ClC1=C2C(=NC=C1C=1C=NC=C(C(=O)N(C)C)C1)NC=C2C2=C(C=CC=C2)F (5-[4-chloro-3-(2-fluoro-phenyl)-1H-pyrrolo[2,3-b]pyridin-5-yl]-N,N-dimethyl-nicotinamide). The yield is 33.0%. Reaction SMILES: [Cl:1][C:2]1[C:7]([C:8]2[CH:9]=[N:10][CH:11]=[C:12]([CH:18]=2)[C:13]([N:15]([CH3:17])[CH3:16])=[O:14])=[CH:6][N:5]=[C:4]2[N:19](COCC[Si](C)(C)C)[CH:20]=[C:21]([C:22]3[CH:27]=[CH:26][CH:25]=[CH:24][C:23]=3[F:28])[C:3]=12.FC(F)(F)C(O)=O>ClCCl>[Cl:1][C:2]1[C:7]([C:8]2[CH:9]=[N:10][CH:11]=[C:12]([CH:18]=2)[C:13]([N:15]([CH3:16])[CH3:17])=[O:14])=[CH:6][N:5]=[C:4]2[NH:19][CH:20]=[C:21]([C:22]3[CH:27]=[CH:26][CH:25]=[CH:24][C:23]=3[F:28])[C:3]=12. Procedure details: 5-[4-chloro-3-(2-fluoro-phenyl)-1-(2-trimethylsilanyl-ethoxymethyl)-1H-pyrrolo[2,3-b]pyridin-5-yl]-N,N-dimethyl-nicotinamide was taken up in dichloromethane and 500 μL of trifluoroacetic acid added. The mixture was left at ambient temperature for 10 h and then evaporated. The residue was re-dissolved in 3 mL of dichloromethane and 100 μL of 1,2-ethylenediamine. After 6 h at ambient temperature the mixture was evaporated to dryness. The resulting crude was dissolved in dimethylsulfoxide and purif... Starting materials: CC1=NOC(=C1C=1C=C(C2=C(NC(N2)=O)C1)I)C (6-(3,5-Dimethylisoxazol-4-yl)-4-iodo-1H-benzo[d]imidazol-2(3H)-one), FC1=CC=C(C=C1)C(=C)B(O)O (1-(4-Fluorophenyl)vinylboronic acid), pinacol ester, N12CCCCCC2=NCCC1 (1,8-Diazabicyclo[5.4.0]undec-7-ene), O (Water). The reagents and catalysts are PEPPSI″-IPr. Solvent: CN1C(CCC1)=O (1-Methyl-2-pyrrolidinone). Reaction conditions: temperature 110 celsius. The product is CC1=NOC(=C1C=1C=C(C2=C(NC(N2)=O)C1)C(=C)C1=CC=C(C=C1)F)C (6-(3,5-dimethylisoxazol-4-yl)-4-(1-(4-fluorophenyl)vinyl)-1H-benzo[d]imidazol-2(3H)-one). RXN SMILES: [CH3:1][C:2]1[C:6]([C:7]2[CH:8]=[C:9](I)[C:10]3[NH:14][C:13](=[O:15])[NH:12][C:11]=3[CH:16]=2)=[C:5]([CH3:18])[O:4][N:3]=1.[F:19][C:20]1[CH:25]=[CH:24][C:23]([C:26](B(O)O)=[CH2:27])=[CH:22][CH:21]=1.N12CCCN=C1CCCCC2.O>CN1CCCC1=O>[CH3:1][C:2]1[C:6]([C:7]2[CH:8]=[C:9]([C:26]([C:23]3[CH:24]=[CH:25][C:20]([F:19])=[CH:21][CH:22]=3)=[CH2:27])[C:10]3[NH:14][C:13](=[O:15])[NH:12][C:11]=3[CH:16]=2)=[C:5]([CH3:18])[O:4][N:3]=1. Reported procedure: 6-(3,5-Dimethylisoxazol-4-yl)-4-iodo-1H-benzo[d]imidazol-2(3H)-one (100 mg, 0.28 mmol), 1-(4-Fluorophenyl)vinylboronic acid, pinacol ester (209.59 mg, 0.84 mmol), PEPPSI″-IPr catalyst (19.19 mg, 0.03 mmol), 1,8-Diazabicyclo[5.4.0]undec-7-ene solution (0.25 ml, 1.69 mmol) were mixed in 1-Methyl-2-pyrrolidinone (6 ml) and Water (3 ml) in sealed in a microwave vial and heated to 110° C. for 30 minutes in a microwave reactor. The reaction mixture was then cooled and partitioned between water and eth... Starting materials: CO, CCOC(C)=O, CSc1ccc(C(CC2CCCC2)c2ccc(-c3ccc(C(C)O)cn3)[nH]2)nc1, C1CCOC1, O. Yields the product CC(O)c1ccc(-c2ccc(C(CC3CCCC3)c3ccc(S(C)(=O)=O)cn3)[nH]2)nc1. RXN SMILES: [CH3:36][OH:37].[CH3:38][CH2:39][O:40][C:41](=[O:42])[CH3:43].[CH:1]1([CH2:6][CH:7]([c:8]2[n:9][cH:10][c:11]([S:14][CH3:15])[cH:12][cH:13]2)[c:16]2[cH:17][cH:18][c:19](-[c:21]3[cH:22][cH:23][c:24]([CH:27]([CH3:28])[OH:29])[cH:25][n:26]3)[nH:20]2)[CH2:2][CH2:3][CH2:4][CH2:5]1.[O:30]1[CH2:31][CH2:32][CH2:33][CH2:34]1.[OH2:35]>>[CH:1]1([CH2:6][CH:7]([c:8]2[n:9][cH:10][c:11]([S:14]([CH3:15])(=[O:35])=[O:37])[cH:12][cH:13]2)[c:16]2[cH:17][cH:18][c:19](-[c:21]3[cH:22][cH:23][c:24]([CH:27]([CH3:28])[OH:29])[cH:25][n:26]3)[nH:20]2)[CH2:2][CH2:3][CH2:4][CH2:5]1.